From a dataset of the Open Reaction Database (ORD), a public repository of structured organic reaction records. describe an organic reaction: reactants, conditions, products, and yield The reactants are O (water), [OH-].[Na+] (NaOH), O (water), C1CCN2CCC(=CC12)C(=O)OCC (Ethyl 1,2,3,5,6,8a-hexahydroindolizine-7-carboxylate), [H-].[Al+3].[Li+].[H-].[H-].[H-] (lithium aluminium hydride). The solvent is C1CCOC1 (THF). Run at time 30 minute. The product is C1CCN2CCC(=CC12)CO (1,2,3,5,6,8a-Hexahydroindolizine-7-methanol). Yield: 95.1%. Reaction SMILES: [CH2:1]1[CH:9]2[N:4]([CH2:5][CH2:6][C:7]([C:10](OCC)=[O:11])=[CH:8]2)[CH2:3][CH2:2]1.[H-].[Al+3].[Li+].[H-].[H-].[H-].O.[OH-].[Na+]>C1COCC1>[CH2:1]1[CH:9]2[N:4]([CH2:5][CH2:6][C:7]([CH2:10][OH:11])=[CH:8]2)[CH2:3][CH2:2]1 |f:1.2.3.4.5.6,8.9|. Reported procedure: Ethyl 1,2,3,5,6,8a-hexahydroindolizine-7-carboxylate (D1, 0.89 g, 4.6 mmol) was stirred under Ar in dry THF (50 ml) as lithium aluminium hydride (0.35 g, 9.2 mmol) was added portionwise. After 30 min, the reaction was worked up by successive addition of water (0.35 ml), 10% NaOH (0.35 ml) and water (1.05 ml). The solid was filtered off, and the filtrate was evaporated to yield the title compound (0.67 g, 97%) as a brown oil. Reactants: FC(C(=O)O)(F)F (Trifluoroacetic acid), ClC1=NC=C2C=C(N=CC2=C1)NC(OC(C)(C)C)=O (tert-butyl 7-chloro-2,6-naphthyridin-3-ylcarbamate). The solvent is ClC(C)Cl (dichloroethane). Run at time 4 hour. Product: ClC1=NC=C2C=C(N=CC2=C1)N (7-chloro-2,6-naphthyridin-3-amine). Yield: 91.5%. RXN SMILES: FC(F)(F)C(O)=O.[Cl:8][C:9]1[CH:18]=[C:17]2[C:12]([CH:13]=[C:14]([NH:19]C(=O)OC(C)(C)C)[N:15]=[CH:16]2)=[CH:11][N:10]=1>ClC(Cl)C>[Cl:8][C:9]1[CH:18]=[C:17]2[C:12]([CH:13]=[C:14]([NH2:19])[N:15]=[CH:16]2)=[CH:11][N:10]=1. Procedure: Trifluoroacetic acid (0.43 mL, 5.5 mmol) was added to a solution of tert-butyl 7-chloro-2,6-naphthyridin-3-ylcarbamate (410 mg, 1.4 mmol) in dichloroethane (7 mL). After 4 hours, the reaction mixture was concentrated in vacuo, diluted with methylene chloride (50 mL), and washed with saturated aqueous sodium bicarbonate solution (20 mL). The organic layer was separated, dried over sodium sulfate, filtered, and evaporated in vacuo to afford a residue that was purified by flash chromatography (sili... Reactants: FC1=C(C=CC=C1)S (2-fluorothiophenol), IC (iodomethane), C([O-])([O-])=O.[K+].[K+] (potassium carbonate), IC (iodomethane), C(CC(O)(C(=O)O)CC(=O)O)(=O)O (citric acid). Solvent: CN(C)C=O (DMF), hexanes. Reaction conditions: time 1 hour. Product: FC1=C(C=CC=C1)SC (2-Fluorothioanisole). Yield: 60.2%. As a reaction SMILES: [F:1][C:2]1[CH:7]=[CH:6][CH:5]=[CH:4][C:3]=1[SH:8].IC.[C:11](=O)([O-])[O-].[K+].[K+].C(O)(=O)CC(CC(O)=O)(C(O)=O)O>CN(C=O)C>[F:1][C:2]1[CH:7]=[CH:6][CH:5]=[CH:4][C:3]=1[S:8][CH3:11] |f:2.3.4|. Procedure details: A deoxygenated solution of 2-fluorothiophenol (10 g, 78 mmol) in anhydrous DMF (10 mL) was treated with iodomethane (4.9 mL, 78 mmol) and potassium carbonate (10.8 g, 78 mmol). The reaction mixture was stirred at room temperature for 1 hour. A thin layer chromotography (100% hexanes) sample indicated that the reaction had not gone to completion, so an additional equivalent of base and iodomethane were added and the reaction mixture was stirred overnight at room temperature. The reaction was acid...